Dataset: the Open Reaction Database (ORD), a public repository of structured organic reaction records. Task: describe an organic reaction: reactants, conditions, products, and yield The reactants are CC(=O)Oc1ccc(-c2cnc[nH]c2=O)cc1OC(C)=O, O=P(Cl)(Cl)Cl. The product is CC(=O)Oc1ccc(-c2cncnc2Cl)cc1OC(C)=O. As a reaction SMILES: [C:1]([CH3:2])(=[O:3])[O:4][c:5]1[c:6]([O:18][C:19]([CH3:20])=[O:21])[cH:7][c:8](-[c:11]2[c:12](=[O:17])[nH:13][cH:14][n:15][cH:16]2)[cH:9][cH:10]1.[P:22]([Cl:23])([Cl:24])([Cl:25])=[O:26]>>[C:1]([CH3:2])(=[O:3])[O:4][c:5]1[c:6]([O:18][C:19]([CH3:20])=[O:21])[cH:7][c:8](-[c:11]2[c:12]([Cl:24])[n:13][cH:14][n:15][cH:16]2)[cH:9][cH:10]1. The yield is 98.0%. The product is Cl.N[C@H](C(=O)O)CCCBr ((S)-2-amino-5-bromo-pentanoic acid hydrochloride). The reactants are BrCCC[C@@H](C(=O)OC)N(C(=O)C(=O)OC(C)(C)C)OC(C)(C)C (methyl(S)-5-bromo-2-{(tert-butoxy)-N-[(tert-butyl)oxy-carbonyl]carbonylamino}-1-pentanoate), Cl (HCl). Reaction SMILES: [Br:1][CH2:2][CH2:3][CH2:4][C@H:5]([N:10](OC(C)(C)C)C(C(OC(C)(C)C)=O)=O)[C:6]([O:8]C)=[O:7].[ClH:25]>>[ClH:25].[NH2:10][C@@H:5]([CH2:4][CH2:3][CH2:2][Br:1])[C:6]([OH:8])=[O:7] |f:2.3|. Reported procedure: Finally, 2.33 g of methyl(S)-5-bromo-2-{(tert-butoxy)-N-[(tert-butyl)oxy-carbonyl]carbonylamino}-1-pentanoate was stirred in 50 ml of 4N HCl at 60° C. for 24 hours and then concentrated to obtain 1.29 g (98%) of (S)-2-amino-5-bromo-pentanoic acid hydrochloride. Reactants: C(CC(=O)[O-])(=O)[O-] (malonate), CC(=O)C (acetone), C(C)OC(CC(=O)[O-])=O.[K+] (potassium malonate monoethyl ester), [Cl-].[Mg+2].[Cl-] (magnesium chloride), CC(=O)C (acetone), [Cl-].[Mg+2].[Cl-] (magnesium chloride). The solvent is C(Cl)Cl (methylene chloride). Product: [Mg+2].C(C)OC(CC(=O)[O-])=O.C(CC(=O)[O-])(=O)OCC (malonate monoethyl ester magnesium salt). Reaction SMILES: CC(C)=O.[CH2:5]([O:7][C:8](=[O:13])[CH2:9][C:10]([O-:12])=[O:11])[CH3:6].[K+].[Cl-].[Mg+2:16].[Cl-].C([O-])(=O)CC([O-])=O>C(Cl)Cl>[Mg+2:16].[CH2:5]([O:7][C:8](=[O:13])[CH2:9][C:10]([O-:12])=[O:11])[CH3:6].[C:8]([O:7][CH2:5][CH3:6])(=[O:13])[CH2:9][C:10]([O-:12])=[O:11] |f:1.2,3.4.5,8.9.10|. Procedure: A slurry of malonate monoethyl ester magnesium salt is prepared by adding an acetone slurry of potassium malonate monoethyl ester (144 g, 846 mmoles in 350 ml of acetone) to a slurry of magnesium chloride (72 g, 756 mmoles) which has been prepared by the slow addition of acetone (250 ml) to a slurry of magnesium chloride in methylene chloride (100 ml.) The malonate salt preparation is completed by atmospheric distillation to a volume of 350 ml. Reactants: [Na+].O=C1N(C(=CN1)C1=CC=CC=C1)CCCCCCCC(=O)[O-] (8-(2-oxo-5-phenyl-4-imidazolin-1-yl) caprylic acid sodium salt), CI (methyliodide), CC(=O)C (acetone), [OH-].[K+] (potassium hydroxide). Solvent: O (water), O (water). Reaction conditions: time 4 hour. The product is CN1C(N(C(=C1)C1=CC=CC=C1)CCCCCCCC(=O)O)=O (8-(3-Methyl-2-oxo-5-phenyl-4-imidazolin-1-yl) caprylic acid). RXN SMILES: [Na+].[O:2]=[C:3]1[NH:7][CH:6]=[C:5]([C:8]2[CH:13]=[CH:12][CH:11]=[CH:10][CH:9]=2)[N:4]1[CH2:14][CH2:15][CH2:16][CH2:17][CH2:18][CH2:19][CH2:20][C:21]([O-:23])=[O:22].[CH3:24]C(C)=O.[OH-].[K+].CI>O>[CH3:24][N:7]1[CH:6]=[C:5]([C:8]2[CH:13]=[CH:12][CH:11]=[CH:10][CH:9]=2)[N:4]([CH2:14][CH2:15][CH2:16][CH2:17][CH2:18][CH2:19][CH2:20][C:21]([OH:23])=[O:22])[C:3]1=[O:2] |f:0.1,3.4|. Procedure details: 3.2 g of 8-(2-oxo-5-phenyl-4-imidazolin-1-yl) caprylic acid sodium salt (preparation see German patent application No. P 29 34 746.4) are suspended in 20 cc. of acetone together with 2.8 g of pulverized potassium hydroxide. The mixture is refluxed and converted into a homogenous solution by the addition of some drops of water. Thereafter, 2.8 g of methyliodide are added at boiling temperature, the mixture is refluxed for 30 minutes and cooled to room temperature. After cooling, so much of water ... Reactants: COS(=O)(=O)OC, CO, O=N[O-], Cc1c(N)cccc1C(=O)O, [Na+], [Na+], [OH-], O, O=S(=O)(O)O. Product: COc1cccc(C(=O)O)c1C. As a reaction SMILES: [CH3:23][O:24][S:25]([O:26][CH3:27])(=[O:28])=[O:29].[CH3:31][OH:32].[N:17]([O-:18])=[O:19].[NH2:1][c:2]1[c:3]([CH3:11])[c:4]([C:5](=[O:6])[OH:7])[cH:8][cH:9][cH:10]1.[Na+:20].[Na+:22].[OH-:21].[OH2:30].[S:12](=[O:13])(=[O:14])([OH:15])[OH:16]>>[c:2]1([O:24][CH3:23])[c:3]([CH3:11])[c:4]([C:5](=[O:6])[OH:7])[cH:8][cH:9][cH:10]1. Starting materials: BrC=1C=CC=2N3C4=C(C=C(C=C4C2C1)OC)C(CC3)=O (10-bromo-5,6-dihydro-2-methoxy-4H-pyrido[3,2,1-jk]carbazole-4-one), aqueous solution, [OH-].[Na+] (sodium hydroxide), C(#N)C1=C(C(=O)C(=C(C1=O)Cl)Cl)C#N (DDQ). Solvent: O1CCOCC1 (dioxane). Yields the product BrC=1C=CC=2N3C4=C(C=C(C=C4C2C1)OC)C(C=C3)=O (10-bromo-2-methoxy-4H-pyrido[3,2,1-jk]carbazole-4-one). The yield is 81.1%. Reaction SMILES: [Br:1][C:2]1[CH:3]=[CH:4][C:5]2[N:6]3[CH2:19][CH2:18][C:17](=[O:20])[C:8]4[CH:9]=[C:10]([O:15][CH3:16])[CH:11]=[C:12]([C:13]=2[CH:14]=1)[C:7]3=4.C(C1C(=O)C(Cl)=C(Cl)C(=O)C=1C#N)#N.[OH-].[Na+]>O1CCOCC1>[Br:1][C:2]1[CH:3]=[CH:4][C:5]2[N:6]3[CH:19]=[CH:18][C:17](=[O:20])[C:8]4[CH:9]=[C:10]([O:15][CH3:16])[CH:11]=[C:12]([C:13]=2[CH:14]=1)[C:7]3=4 |f:2.3|. Procedure details: 10-bromo-5,6-dihydro-2-methoxy-4H-pyrido[3,2,1-jk]carbazole-4-one (3.6 g) obtained in Example 1, step 3 was dissolved in anhydrous dioxane (300 ml), and DDQ (3.0 g) was added at room temperature. The mixture was heated under reflux in an argon atmosphere for 5 hours. After allowing to cool, the reaction mixture was added to 1N aqueous solution of sodium hydroxide (500 ml), and extracted with ethyl acetate. The ethyl acetate layer was washed with 1N aqueous solution of sodium hydroxide and satura... The reactants are Br, COCCn1c(C)c(C)sc1=N, Cc1c(F)cccc1C(=O)O. Product: COCCn1c(C)c(C)sc1=NC(=O)c1cccc(F)c1C. RXN SMILES: [BrH:1].[CH3:2][O:3][CH2:4][CH2:5][n:6]1[c:7](=[NH:13])[s:8][c:9]([CH3:12])[c:10]1[CH3:11].[F:14][c:15]1[c:16]([CH3:24])[c:17]([C:18](=[O:19])[OH:20])[cH:21][cH:22][cH:23]1>>[CH3:2][O:3][CH2:4][CH2:5][n:6]1[c:7](=[N:13][C:18]([c:17]2[c:16]([CH3:24])[c:15]([F:14])[cH:23][cH:22][cH:21]2)=[O:19])[s:8][c:9]([CH3:12])[c:10]1[CH3:11]. Reactants: C(C(=O)Cl)(=O)Cl (oxalyl chloride), C(C1=CC=CC=C1)N (Benzylamine), C(C)(=O)O[BH-](OC(C)=O)OC(C)=O.[Na+] (sodium triacetoxyborohydride), C(C1=CC=CC=C1)N1[C@@H](CCCC1)CO ((2S)-1-benzyl-2-(hydroxymethyl)piperidine), C(=O)=O.CC(=O)C (dry ice acetone), C(O)([O-])=O.[Na+] (sodium hydrogen carbonate). Run in ClCCl (dichloromethane), ClCCl (dichloromethane), CS(=O)C (dimethyl sulfoxide), ClCCCl (1,2-dichloroethane), C(C)N(CC)CC (triethylamine), O (water), ClCCl (dichloromethane). Reaction conditions: time 5 minute. Yields the product C(C1=CC=CC=C1)NC[C@H]1N(CCCC1)CC1=CC=CC=C1 (N-benzyl-[(2S)-1-benzylpiperidin-2-ylmethyl]amine). As a reaction SMILES: C(Cl)(=O)C(Cl)=O.C(=O)=O.CC(C)=O.[CH2:14]([N:21]1[CH2:26][CH2:25][CH2:24][CH2:23][C@H:22]1[CH2:27]O)[C:15]1[CH:20]=[CH:19][CH:18]=[CH:17][CH:16]=1.[CH2:29]([NH2:36])[C:30]1[CH:35]=[CH:34][CH:33]=[CH:32][CH:31]=1.C(O[BH-](OC(=O)C)OC(=O)C)(=O)C.[Na+].C(=O)([O-])O.[Na+]>ClCCl.ClCCCl.O.C(N(CC)CC)C.CS(C)=O>[CH2:29]([NH:36][CH2:27][C@@H:22]1[CH2:23][CH2:24][CH2:25][CH2:26][N:21]1[CH2:14][C:15]1[CH:20]=[CH:19][CH:18]=[CH:17][CH:16]=1)[C:30]1[CH:35]=[CH:34][CH:33]=[CH:32][CH:31]=1 |f:1.2,5.6,7.8|. Reported procedure: A solution of dimethyl sulfoxide (0.219 ml) in dichloromethane (1.1 ml) was added dropwise to a solution of oxalyl chloride (0.133 ml) in dichloromethane (2.7 ml) under cooling below −60° C. with dry ice-acetone. After 5 minutes, the mixture was allowed to −10° C., and a solution of (2S)-1-benzyl-2-(hydroxymethyl)piperidine (156.5 mg) in dichloromethane (1.6 ml) was added to the mixture. The whole mixture was then cooled below −60° C. and was stirred for 20 minutes at the same temperature. After... The reactants are [C-]#N.[Na+] (sodium cyanide), ClCC=1OC(C2=C(C1)C=C(C=C2O)OC)=O (3-chloromethyl-8-hydroxy-6-methoxy-1-oxo-1H-2-benzopyran), O (water). Solvent: CS(=O)C (dimethyl sulfoxide). Reaction conditions: temperature 15 celsius, time 30 minute. Yields the product C(#N)CC=1OC(C2=C(C1)C=C(C=C2O)OC)=O (3-cyanomethyl-8-hydroxy-6-methoxy-1-oxo-1H-2-benzopyran). Isolated yield 84.9%. As a reaction SMILES: Cl[CH2:2][C:3]1[O:4][C:5](=[O:16])[C:6]2[C:12]([OH:13])=[CH:11][C:10]([O:14][CH3:15])=[CH:9][C:7]=2[CH:8]=1.[C-:17]#[N:18].[Na+].O>CS(C)=O>[C:17]([CH2:2][C:3]1[O:4][C:5](=[O:16])[C:6]2[C:12]([OH:13])=[CH:11][C:10]([O:14][CH3:15])=[CH:9][C:7]=2[CH:8]=1)#[N:18] |f:1.2|. Procedure: 5.00 g (20.78 mmol) of the 3-chloromethyl-8-hydroxy-6-methoxy-1-oxo-1H-2-benzopyran obtained in Example 2 was dissolved in 70 ml of dimethyl sulfoxide. 4.29 g (83.11 mmol) of sodium cyanide was added thereto, and the resulting mixture was stirred under an atmosphere of nitrogen at 15° C. for 30 minutes. After the addition of 300 ml of water, the reaction mixture was extracted with 600 ml and 250 ml×3 portions of ethyl acetate. The organic layer was washed three times with 200 ml portions of a 20...